This data is from the Open Reaction Database (ORD), a public repository of structured organic reaction records. The task is: describe an organic reaction: reactants, conditions, products, and yield Starting materials: C(C)(C)(C)NC(=S)N[C@H](CO)CC1CCCCC1 (N-(tert-butyl)-N′-[(1S)-1-cyclohexylmethyl-2-hydroxyethyl]thiourea), Cl (hydrochloric acid), solid. Solvent: CO (methanol). Conditions: temperature 100 celsius. The product is C1(CCCCC1)C[C@@H]1N=C(SC1)N ((−)-(4S)-4-cyclohexylmethyl-4,5-dihydro-1,3-thiazol-2-ylamine). Yield: 44.6%. As a reaction SMILES: C([NH:5][C:6]([NH:8][C@@H:9]([CH2:12][CH:13]1[CH2:18][CH2:17][CH2:16][CH2:15][CH2:14]1)[CH2:10]O)=[S:7])(C)(C)C.Cl>CO>[CH:13]1([CH2:12][C@H:9]2[CH2:10][S:7][C:6]([NH2:5])=[N:8]2)[CH2:18][CH2:17][CH2:16][CH2:15][CH2:14]1. Procedure details: The process is performed as in Example 1, starting with 11.1 g of N-(tert-butyl)-N′-[(1S)-1-cyclohexylmethyl-2-hydroxyethyl]thiourea in 110 cm3 of aqueous 6N hydrochloric acid maintained at a temperature in the region of 100° C. for 2 hours. By means of an identical work-up, 3.6 g of (−)-(4S)-4-cyclohexylmethyl-4,5-dihydro-1,3-thiazol-2-ylamine are obtained in the form of a white solid melting at 169° C. (αD20=−33.9±0.8 at a concentration of 0.5% in methanol). Starting materials: C=Cc1cc(-c2cc(N3CCN(C)CC3)ccn2)cs1, CCO. Product: CCc1cc(-c2cc(N3CCN(C)CC3)ccn2)cs1. As a reaction SMILES: [CH3:1][N:2]1[CH2:3][CH2:4][N:5]([c:8]2[cH:9][c:10](-[c:14]3[cH:15][s:16][c:17]([CH:19]=[CH2:20])[cH:18]3)[n:11][cH:12][cH:13]2)[CH2:6][CH2:7]1.[CH3:21][CH2:22][OH:23]>>[CH3:1][N:2]1[CH2:3][CH2:4][N:5]([c:8]2[cH:9][c:10](-[c:14]3[cH:15][s:16][c:17]([CH2:19][CH3:20])[cH:18]3)[n:11][cH:12][cH:13]2)[CH2:6][CH2:7]1. Starting materials: CON.Cl (MeONH2.HCl), BrC=1C=CC=2N(S(C(C(C2N1)=O)(C)C)(=O)=O)C (6-bromo-1,3,3-trimethyl-2,2-dioxo-pyrido[3,2-c]thiazin-4-one). Solvent: N1=CC=CC=C1 (pyridine). Conditions: time 2 day. The product is BrC=1C=CC=2N(S(C(C(C2N1)=NOC)(C)C)(=O)=O)C (6-bromo-N-methoxy-1,3,3-trimethyl-2,2-dioxo-pyrido[3,2-c]thiazin-4-imine). RXN SMILES: [CH3:1][O:2][NH2:3].Cl.[Br:5][C:6]1[CH:7]=[CH:8][C:9]2[N:10]([CH3:21])[S:11](=[O:20])(=[O:19])[C:12]([CH3:18])([CH3:17])[C:13](=O)[C:14]=2[N:15]=1>N1C=CC=CC=1>[Br:5][C:6]1[CH:7]=[CH:8][C:9]2[N:10]([CH3:21])[S:11](=[O:19])(=[O:20])[C:12]([CH3:18])([CH3:17])[C:13](=[N:3][O:2][CH3:1])[C:14]=2[N:15]=1 |f:0.1|. Reported procedure: To a suspension of MeONH2.HCl (272 mg, 3.26 mmol) in pyridine (5 ml) was added 6-bromo-1,3,3-trimethyl-2,2-dioxo-pyrido[3,2-c]thiazin-4-one (130 mg, 0.41 mmol) and stirring was continued for 2 days at 100° C. The mixture was cooled to ambient temperature then concentrated under reduced pressure followed by addition of water and ethyl acetate then the phases were separated. The aqueous phase was extracted with ethyl acetate. The combined organic phases were dried over Na2SO4, filtered and concent... Procedure: To a solution of benzoic acid (31.7 mg, 0.260 mmol) in dry toluene (5 mL) under a nitrogen atmosphere was added diisopropylethylamine (0.0435 mL, 0.250 mmol) and 2,4,6-trichlorobenzoyl chloride (0.0391 mL, 0.250 mmol). The mixture was stirred at room temperature for 3 h, after which the title compound from Example 14 (21.5 mg, 0.051 mmol) and DMAP (32.9 mg, 0.269 mmol) were added. This mixture was stirred at room temperature for 18 h, after which it was diluted with ether and washed with satd aq... Isolated yield 80.9%. Reagents/catalysts: CN(C)C=1C=CN=CC1 (DMAP). RXN SMILES: [C:1]([OH:9])(=[O:8])[C:2]1[CH:7]=[CH:6][CH:5]=[CH:4][CH:3]=1.C(N(C(C)C)CC)(C)C.ClC1C=C(Cl)C=C(Cl)C=1C(Cl)=O.O[C@@H:32]1[CH2:37][C@@H:36]([CH2:38][CH2:39][CH2:40][CH:41]=[CH2:42])[O:35][C@:34]([C@@H:45]2[CH2:49][S:48][C:47](=[O:50])[N:46]2[CH2:51][C:52]2[CH:57]=[CH:56][C:55]([O:58][CH3:59])=[CH:54][CH:53]=2)([O:43][CH3:44])[CH2:33]1>C1(C)C=CC=CC=1.CN(C1C=CN=CC=1)C.CCOCC>[C:1]([O:9][C@@H:32]1[CH2:37][C@@H:36]([CH2:38][CH2:39][CH2:40][CH:41]=[CH2:42])[O:35][C@@:34]([O:43][CH3:44])([C@@H:45]2[CH2:49][S:48][C:47](=[O:50])[N:46]2[CH2:51][C:52]2[CH:53]=[CH:54][C:55]([O:58][CH3:59])=[CH:56][CH:57]=2)[CH2:33]1)(=[O:8])[C:2]1[CH:7]=[CH:6][CH:5]=[CH:4][CH:3]=1. Run at time 3 hour. Starting materials: O[C@H]1C[C@](O[C@@H](C1)CCCC=C)(OC)[C@H]1N(C(SC1)=O)CC1=CC=C(C=C1)OC ((R)-4-((2R,4R,6R)-4-Hydroxy-2-methoxy-6-(pent-4-enyl)-tetrahydro-2H-pyran-2-yl)-3-(4-methoxybenzyl)thiazolidin-2-one), C(C1=CC=CC=C1)(=O)O (benzoic acid), C(C)(C)N(CC)C(C)C (diisopropylethylamine), ClC1=C(C(=O)Cl)C(=CC(=C1)Cl)Cl (2,4,6-trichlorobenzoyl chloride). Yields the product C(C1=CC=CC=C1)(=O)O[C@H]1C[C@@](O[C@@H](C1)CCCC=C)([C@H]1N(C(SC1)=O)CC1=CC=C(C=C1)OC)OC ((2R,4R,6R)-2-Methoxy-2-((R)-3-(4-methoxybenzyl)-2-oxothiazolidin-4-yl)-6-(pent-4-enyl)-tetrahydro-2H-pyran-4-yl Benzoate). Solvent: C1(=CC=CC=C1)C (toluene), CCOCC (ether). Starting materials: FC1=CC=C(C=C1)CCN1C(C(C(CC1=O)CC)C#N)=O (1-[2-(4-Fluorophenyl)ethyl]-4-ethyl-2,6-dioxopiperidine-3-carbonitrile), B (borane), O1CCCC1 (tetrahydrofuran), Cl (hydrochloric acid). Conditions: time 65 hour. Yields the product FC1=CC=C(C=C1)CCN1C[C@H]([C@@H](CC1)CC)CN (trans-1-[2-(4-fluorophenyl)-ethyl]-4-ethylpiperidin-3-ylmethylamine). Isolated yield 37.1%. As a reaction SMILES: [F:1][C:2]1[CH:7]=[CH:6][C:5]([CH2:8][CH2:9][N:10]2[C:15](=O)[CH2:14][CH:13]([CH2:17][CH3:18])[CH:12]([C:19]#[N:20])[C:11]2=O)=[CH:4][CH:3]=1.B.O1CCCC1.Cl>>[F:1][C:2]1[CH:7]=[CH:6][C:5]([CH2:8][CH2:9][N:10]2[CH2:15][CH2:14][C@@H:13]([CH2:17][CH3:18])[C@H:12]([CH2:19][NH2:20])[CH2:11]2)=[CH:4][CH:3]=1. Procedure details: 1-[2-(4-Fluorophenyl)ethyl]-4-ethyl-2,6-dioxopiperidine-3-carbonitrile (1.0 g, 3.47 mmol) was treated with 1.0 M borane in tetrahydrofuran (69.4 mL, 69.4 mmol) and stirred at room temperature for 65 hours. The solution was cooled on an ice bath and treated very slowly with 2.0 N hydrochloric acid. The mixture was concentrated under vacuum to remove the tetrahydrofuran, and the aqueous residue was heated at reflux for 60 minutes. The mixture was cooled to room temperature and treated with 50% aqu... Reactants: [I-].[Na+] (sodium iodide), ClCC=1SC=C(N1)C(=O)NC1=C2C=NN(C2=CC(=C1)C=1C=NC(=C(C1)NS(=O)(=O)C)Cl)S(=O)(=O)C1=CC=CC=C1 (2-(Chloromethyl)-N-[6-{6-chloro-5-[(methylsulfonyl)amino]-3-pyridinyl}-1-(phenylsulfonyl)-1H-indazol-4-yl]-1,3-thiazole-4-carboxamide), N1CCOCC1 (morpholine), CCN(C(C)C)C(C)C (DIPEA), C[Si]([O-])(C)C.[K+] (Potassium trimethylsilanolate). Run in CC#N (MeCN), C1CCOC1 (THF). Reaction conditions: temperature 70 celsius, time 18 hour. Product: C(=O)O.ClC1=C(C=C(C=N1)C1=CC(=C2C=NNC2=C1)NC(=O)C=1N=C(SC1)CN1CCOCC1)NS(=O)(=O)C (Formic acid N-(6-{6-chloro-5-[(methylsulfonyl)amino]-3-pyridinyl}-1H-indazol-4-yl)-2-(4-morpholinylmethyl)-1,3-thiazole-4-carboxamide). Reaction SMILES: Cl[CH2:2][C:3]1[S:4][CH:5]=[C:6]([C:8]([NH:10][C:11]2[CH:19]=[C:18]([C:20]3[CH:21]=[N:22][C:23]([Cl:31])=[C:24]([NH:26][S:27]([CH3:30])(=[O:29])=[O:28])[CH:25]=3)[CH:17]=[C:16]3[C:12]=2[CH:13]=[N:14][N:15]3S(C2C=CC=CC=2)(=O)=O)=[O:9])[N:7]=1.[NH:41]1[CH2:46][CH2:45][O:44][CH2:43][CH2:42]1.CCN(C(C)C)C(C)C.[I-].[Na+].C[Si](C)(C)[O-].[K+]>CC#N.C1COCC1>[CH:8]([OH:9])=[O:44].[Cl:31][C:23]1[N:22]=[CH:21][C:20]([C:18]2[CH:17]=[C:16]3[C:12]([CH:13]=[N:14][NH:15]3)=[C:11]([NH:10][C:8]([C:6]3[N:7]=[C:3]([CH2:2][N:41]4[CH2:46][CH2:45][O:44][CH2:43][CH2:42]4)[S:4][CH:5]=3)=[O:9])[CH:19]=2)=[CH:25][C:24]=1[NH:26][S:27]([CH3:30])(=[O:29])=[O:28] |f:3.4,5.6,9.10|. Procedure details: 2-(Chloromethyl)-N-[6-{6-chloro-5-[(methylsulfonyl)amino]-3-pyridinyl}-1-(phenylsulfonyl)-1H-indazol-4-yl]-1,3-thiazole-4-carboxamide (50 mg, 0.078 mmol) was dissolved in MeCN (0.5 ml) and added to morpholine (0.1 mmol). DIPEA (0.026 ml, 0.15 mmol) was added followed by sodium iodide (0.015 g, 0.1 mmol) and the solutions was stirred for 18 hr at 70° C. Potassium trimethylsilanolate (64 mg, 0.5 mmol) was dissolved in THF (0.25 ml) and added to the reaction mixture which was heated to 50° C. for 2... Starting materials: C([O-])([O-])=O.[K+].[K+] (Potassium carbonate), ClC1=C(C=C(C=C1)C(C1=CC=C(C=C1)O)=O)S(=O)(=O)N=CN(C)C (2-Chloro-N-dimethylaminomethylene-5-(4-hydroxy-benzoyl)-benzenesulfonamide), BrCCCC1=CC=CC=C1 ((3-bromo-propyl)-benzene). Run in O (water), CN(C)C=O (N,N,-dimethylformamide). Run at temperature 65 celsius. Yields the product ClC1=C(C=C(C=C1)C(C1=CC=C(C=C1)OCCCC1=CC=CC=C1)=O)S(=O)(=O)N (2-Chloro-5-[4-(3-phenyl-propoxy)-benzoyl]benzenesulfonamide). Yield: 3.4%. As a reaction SMILES: [Cl:1][C:2]1[CH:7]=[CH:6][C:5]([C:8](=[O:16])[C:9]2[CH:14]=[CH:13][C:12]([OH:15])=[CH:11][CH:10]=2)=[CH:4][C:3]=1[S:17]([N:20]=CN(C)C)(=[O:19])=[O:18].C(=O)([O-])[O-].[K+].[K+].Br[CH2:32][CH2:33][CH2:34][C:35]1[CH:40]=[CH:39][CH:38]=[CH:37][CH:36]=1>CN(C=O)C.O>[Cl:1][C:2]1[CH:7]=[CH:6][C:5]([C:8](=[O:16])[C:9]2[CH:14]=[CH:13][C:12]([O:15][CH2:32][CH2:33][CH2:34][C:35]3[CH:40]=[CH:39][CH:38]=[CH:37][CH:36]=3)=[CH:11][CH:10]=2)=[CH:4][C:3]=1[S:17]([NH2:20])(=[O:19])=[O:18] |f:1.2.3|. Procedure details: 2-Chloro-N-dimethylaminomethylene-5-(4-hydroxy-benzoyl)-benzenesulfonamide (250 mg, 0.68 mmol) is dissolved in N,N,-dimethylformamide (5 mL). Potassium carbonate (235 mg, 1.7 mmol) is then added followed by (3-bromo-propyl)-benzene (135 mg, 0.68 mmol). The reaction is heated to 65° C. for 18 hours. The reaction mixture is diluted with water and extracted with ethyl acetate, the organic layer is separated and concentrated in vacuo. The crude ether is purified by column chromatography (gradient of... The reactants are F[B-](F)(F)F, CC#N, CC(C)=O, C[O+](C)C, C=Cc1ccnc2ccccc12. Yields the product F[B-](F)(F)F, C=Cc1cc[n+](C)c2ccccc12. As a reaction SMILES: [B-:1]([F:2])([F:3])([F:4])[F:5].[C:26](#[N:27])[CH3:28].[CH3:22][C:23]([CH3:24])=[O:25].[CH3:6][O+:7]([CH3:8])[CH3:9].[CH:10](=[CH2:11])[c:12]1[cH:13][cH:14][n:15][c:16]2[cH:17][cH:18][cH:19][cH:20][c:21]12>>[B-:1]([F:2])([F:3])([F:4])[F:5].[CH3:6][n+:15]1[cH:14][cH:13][c:12]([CH:10]=[CH2:11])[c:21]2[c:16]1[cH:17][cH:18][cH:19][cH:20]2.